This data is from the Open Reaction Database (ORD), a public repository of structured organic reaction records. The task is: describe an organic reaction: reactants, conditions, products, and yield The reactants are ClC1=CC=CC(=N1)C(=O)OCC (ethyl 6-chloropicolinate), [B-](C(=C)C)(F)(F)F.[K+] (potassium trifluoro(prop-1-en-2-yl)borate), C([O-])([O-])=O.[K+].[K+] (potassium carbonate), C1(CCCCC1)P(C1=C(C=CC=C1)C1=C(C(=CC=C1OC)S(=O)(=O)[O-])OC)C1CCCCC1.[Na+] (sodium 2′-(dicyclohexylphosphino)-2,6-dimethoxybiphenyl-3-sulfonate). The reagents and catalysts are C(C)(=O)O[Pd]OC(C)=O (diacetoxypalladium). Solvent: O1CCOCC1.O (1,4-dioxane H2O). Run at temperature 0 celsius, time 20 minute. Yields the product C=C(C)C1=CC=CC(=N1)C(=O)OCC (ethyl 6-(prop-1-en-2-yl)picolinate). Reaction SMILES: Cl[C:2]1[N:7]=[C:6]([C:8]([O:10][CH2:11][CH3:12])=[O:9])[CH:5]=[CH:4][CH:3]=1.[B-](F)(F)(F)[C:14]([CH3:16])=[CH2:15].[K+].C(=O)([O-])[O-].[K+].[K+].C1(P(C2CCCCC2)C2C=CC=CC=2C2C(OC)=CC=C(S([O-])(=O)=O)C=2OC)CCCCC1.[Na+]>C(O[Pd]OC(=O)C)(=O)C.O1CCOCC1.O>[CH2:15]=[C:14]([C:2]1[N:7]=[C:6]([C:8]([O:10][CH2:11][CH3:12])=[O:9])[CH:5]=[CH:4][CH:3]=1)[CH3:16] |f:1.2,3.4.5,6.7,9.10|. Procedure: A first flask was charged with 1,4-dioxane/H2O (50 mL/10 mL). The flask was cooled to 0° C. and vacuum was applied for 20 minutes. A second flask was charged with ethyl 6-chloropicolinate (4.200 g, 22.63 mmol), potassium trifluoro(prop-1-en-2-yl)borate (4.353 g, 29.42 mmol), potassium carbonate (4.378 g, 31.68 mmol), diacetoxypalladium (0.1524 g, 0.6789 mmol) and sodium 2′-(dicyclohexylphosphino)-2,6-dimethoxybiphenyl-3-sulfonate (0.6959 g, 1.358 mmol). The second flask was also evacuated with v...